This data is from the Open Reaction Database (ORD), a public repository of structured organic reaction records. The task is: describe an organic reaction: reactants, conditions, products, and yield The reactants are C([O-])([O-])=O.[K+].[K+] (potassium carbonate), ClC(=O)OCCCCCC (n-hexyl chloroformate), Cl.C1(=CC=CC=C1)N(C(=O)C1=CC2=C(N(C(=N2)CNC2=CC=C(C=C2)C(N)=N)C)C=C1)CCC(=O)OCC (1-methyl-2-[N-(4-amidinophenyl)aminomethyl]benzimidazol-5-yl-carboxylic acid-N-phenyl-N-(2-ethoxycarbonylethyl)amide hydrochloride). Run in O1CCCC1 (tetrahydrofuran), O (water). Conditions: time 2 hour. Product: C1(=CC=CC=C1)N(C(=O)C1=CC2=C(N(C(=N2)CNC2=CC=C(C=C2)C(NC(=O)OCCCCCC)=N)C)C=C1)CCC(=O)OCC (1-Methyl-2-[N-[4-(N-n-hexyloxycarbonylamidino)phenyl]aminomethyl]benzimidazol-5-yl-carboxylic acid-N-phenyl-N-(2-ethoxycarbonylethyl)amide). The yield is 78.0%. As a reaction SMILES: Cl.[C:2]1([N:8]([CH2:32][CH2:33][C:34]([O:36][CH2:37][CH3:38])=[O:35])[C:9]([C:11]2[CH:31]=[CH:30][C:14]3[N:15]([CH3:29])[C:16]([CH2:18][NH:19][C:20]4[CH:25]=[CH:24][C:23]([C:26](=[NH:28])[NH2:27])=[CH:22][CH:21]=4)=[N:17][C:13]=3[CH:12]=2)=[O:10])[CH:7]=[CH:6][CH:5]=[CH:4][CH:3]=1.C(=O)([O-])[O-].[K+].[K+].Cl[C:46]([O:48][CH2:49][CH2:50][CH2:51][CH2:52][CH2:53][CH3:54])=[O:47]>O1CCCC1.O>[C:2]1([N:8]([CH2:32][CH2:33][C:34]([O:36][CH2:37][CH3:38])=[O:35])[C:9]([C:11]2[CH:31]=[CH:30][C:14]3[N:15]([CH3:29])[C:16]([CH2:18][NH:19][C:20]4[CH:25]=[CH:24][C:23]([C:26](=[NH:27])[NH:28][C:46]([O:48][CH2:49][CH2:50][CH2:51][CH2:52][CH2:53][CH3:54])=[O:47])=[CH:22][CH:21]=4)=[N:17][C:13]=3[CH:12]=2)=[O:10])[CH:3]=[CH:4][CH:5]=[CH:6][CH:7]=1 |f:0.1,2.3.4|. Reported procedure: 1.1 g (2.06 mmol) of 1-methyl-2-[N-(4-amidinophenyl)aminomethyl]benzimidazol-5-yl-carboxylic acid-N-phenyl-N-(2-ethoxycarbonylethyl)amide hydrochloride was dissolved in a mixture of 40 mL of tetrahydrofuran and 10 mL of water, then 570 mg (4.12 mmol) of potassium carbonate and 362 mg (2.2 mmol) of n-hexyl chloroformate were added and stirred for two hours at room temperature. The solvent was then distilled off, the residue was mixed with about 50 mL of saturated saline solution and the resulting... Reaction SMILES: [CH3:31][CH2:32][OH:33].[Ca+2:30].[Cl-:28].[Cl-:29].[Fe:34].[N+:1]([O-:2])(=[O:3])[c:4]1[cH:5][cH:6][c:7]([O:10][c:11]2[cH:12][cH:13][c:14]([NH:17][C:18]([O:19][CH2:20][c:21]3[cH:22][cH:23][cH:24][cH:25][cH:26]3)=[O:27])[cH:15][cH:16]2)[cH:8][n:9]1>>[NH2:1][c:4]1[cH:5][cH:6][c:7]([O:10][c:11]2[cH:12][cH:13][c:14]([NH:17][C:18]([O:19][CH2:20][c:21]3[cH:22][cH:23][cH:24][cH:25][cH:26]3)=[O:27])[cH:15][cH:16]2)[cH:8][n:9]1. Product: Nc1ccc(Oc2ccc(NC(=O)OCc3ccccc3)cc2)cn1. Starting materials: CCO, [Ca+2], [Cl-], [Cl-], [Fe], O=C(Nc1ccc(Oc2ccc([N+](=O)[O-])nc2)cc1)OCc1ccccc1. The reactants are Cl.C(C)OC(=O)CCCCCSC1=CC=C(C=C1)NC(=O)C1=C(N2C(=NCCC2)S1)CCC (N-[4-(5-Ethoxycarbonylpentylthio)phenyl]-3-propyl-6,7-dihydro-5H-thiazolo[3,2-a]pyrimidine-2-carboxamide hydrochloride), [OH-].[Na+] (sodium hydroxide). Run in C(C)O (ethanol), C(C)O (ethanol). The product is Cl.C(=O)(O)CCCCCSC1=CC=C(C=C1)NC(=O)C1=C(N2C(=NCCC2)S1)CCC (N-[4-(5-Carboxypentylthio)phenyl]-3-propyl-6,7-dihydro-5H-thiazolo[3,2-a]pyrimidine-2-carboxamide hydrochloride). Yield: 69.7%. RXN SMILES: [ClH:1].C([O:4][C:5]([CH2:7][CH2:8][CH2:9][CH2:10][CH2:11][S:12][C:13]1[CH:18]=[CH:17][C:16]([NH:19][C:20]([C:22]2[S:30][C:25]3=[N:26][CH2:27][CH2:28][CH2:29][N:24]3[C:23]=2[CH2:31][CH2:32][CH3:33])=[O:21])=[CH:15][CH:14]=1)=[O:6])C.[OH-].[Na+]>C(O)C>[ClH:1].[C:5]([CH2:7][CH2:8][CH2:9][CH2:10][CH2:11][S:12][C:13]1[CH:18]=[CH:17][C:16]([NH:19][C:20]([C:22]2[S:30][C:25]3=[N:26][CH2:27][CH2:28][CH2:29][N:24]3[C:23]=2[CH2:31][CH2:32][CH3:33])=[O:21])=[CH:15][CH:14]=1)([OH:6])=[O:4] |f:0.1,2.3,5.6|. Procedure: In 30 ml of ethanol was dissolved 750 mg of N-[4-(5-ethoxycarbonyl-pentylthio)phenyl]-3-propyl-6,7-dihydro-5H-thiazolo[3,2-a]pyrimidine-2-carboxamide hydrochloride obtained in Example 89. To the solution was added 3.22 ml of 1N sodium hydroxide aqueous solution, followed by reflux under heating for 2 hours. After cooling the mixture, ethanol was removed under reduced pressure. The aqueous solution was made acidic with consentrated hydrochloric acid, following by removing a little amount of water... As a reaction SMILES: [N+:1]([C:4]1[CH:9]=[CH:8][C:7](Cl)=[CH:6][CH:5]=1)([O-:3])=[O:2].[CH3:11][C:12]([CH3:21])([C:15]1[CH:20]=[CH:19][CH:18]=[CH:17][CH:16]=1)[CH2:13][OH:14].[H-].[Na+].O>CS(C)=O>[CH3:11][C:12]([CH3:21])([C:15]1[CH:20]=[CH:19][CH:18]=[CH:17][CH:16]=1)[CH2:13][O:14][C:7]1[CH:8]=[CH:9][C:4]([N+:1]([O-:3])=[O:2])=[CH:5][CH:6]=1 |f:2.3|. Run in CS(=O)C (dimethylsulfoxide). Isolated yield 72.0%. Starting materials: [N+](=O)([O-])C1=CC=C(C=C1)Cl (4-nitrochlorobenzene), CC(CO)(C1=CC=CC=C1)C (2,2-dimethyl-2-phenylethylalcohol), O (water), [H-].[Na+] (sodium hydride). Reported procedure: In 200 ml of dimethylsulfoxide are dissolved 23 g of 4-nitrochlorobenzene and 25 g of 2,2-dimethyl-2-phenylethylalcohol. To this solution is added 4 g of sodium hydride is added with stirring. After 24 hours stirring at room temperature and another 30 minutes stirring at 60° C, 500 ml of water is added and the mixture is extracted with ether. The extract is washed with water, dried and the solvent is evaporated. Recrystallization of the residue from 200 ml of methanol, gives 28.5 g of 4-(2,2-dim... The product is CC(COC1=CC=C(C=C1)[N+](=O)[O-])(C1=CC=CC=C1)C (4-(2,2-dimethyl-2-phenylethyloxy)nitrobenzene).